The task is: describe an organic reaction: reactants, conditions, products, and yield. This data is from the Open Reaction Database (ORD), a public repository of structured organic reaction records. Reactants: C(C1=CC=CC=C1)N1CC2(CCN(CC2)C(=O)C2=CC(=C(C=C2)OC(C)C)C)OC(C1)C=C ((8-benzyl-10-vinyl-11-oxa-3,8-diazaspiro[5.5]undecan-3-yl)-(4-isopropoxy-3-methyl-phenyl)methanone), O=[O+][O-] (ozone), [BH4-].[Na+] (NaBH4). Solvent: C(Cl)Cl (DCM), CO (methanol), CO (methanol). Reaction conditions: temperature -78 celsius, time 30 minute. Yields the product C(C1=CC=CC=C1)N1CC2(CCN(CC2)C(=O)C2=CC(=C(C=C2)OC(C)C)C)OC(C1)CO ([8-benzyl-10-(hydroxymethyl)-11-oxa-3,8-diazaspiro[5.5]undecan-3-yl]-(4-isopropoxy-3-methyl-phenyl)methanone). Yield: 34.0%. RXN SMILES: [CH2:1]([N:8]1[CH2:31][CH:30]([CH:32]=C)[O:29][C:10]2([CH2:15][CH2:14][N:13]([C:16]([C:18]3[CH:23]=[CH:22][C:21]([O:24][CH:25]([CH3:27])[CH3:26])=[C:20]([CH3:28])[CH:19]=3)=[O:17])[CH2:12][CH2:11]2)[CH2:9]1)[C:2]1[CH:7]=[CH:6][CH:5]=[CH:4][CH:3]=1.[O:34]=[O+][O-].[BH4-].[Na+]>C(Cl)Cl.CO>[CH2:1]([N:8]1[CH2:31][CH:30]([CH2:32][OH:34])[O:29][C:10]2([CH2:15][CH2:14][N:13]([C:16]([C:18]3[CH:23]=[CH:22][C:21]([O:24][CH:25]([CH3:26])[CH3:27])=[C:20]([CH3:28])[CH:19]=3)=[O:17])[CH2:12][CH2:11]2)[CH2:9]1)[C:2]1[CH:7]=[CH:6][CH:5]=[CH:4][CH:3]=1 |f:2.3|. Reported procedure: To (8-benzyl-10-vinyl-11-oxa-3,8-diazaspiro[5.5]undecan-3-yl)-(4-isopropoxy-3-methyl-phenyl)methanone (135 mg, 0.30 mmol) in DCM (4 mL) and methanol (1 mL) at −78° C. was bubbled ozone until the solution turned faint blue. NaBH4 (91 mg, 2.41 mmol) and methanol (˜2 mL) was added under an atmosphere of nitrogen and the reaction mixture was stirred at −78° C. for 30 minutes, then at 0° C. for 1 hour. The reaction mixture was concentrated in vacuo, quenched with 4N HCl/dioxane, concentrated in vacuo... The reactants are C(C1=CC=CC=C1)OC=1C=C2C=3CC(CCC3NC2=CC1)NCCC1=CC=C(C=C1)F (6-benzyloxy-3-(2-(4-fluorophenyl)eth-1-yl)amino-1,2,3,4-tetrahydro-9H-carbazole), C(=O)[O-].[NH4+] (ammonium formate). Reagents/catalysts: [Pd] (palladium on carbon). Solvent: CO (methanol). The product is OC=1C=C2C=3CC(CCC3NC2=CC1)NCCC1=CC=C(C=C1)F (6-hydroxy-3-(2-(4-fluorophenyl)eth-1-yl)amino-1,2,3,4-tetrahydro-9H-carbazole). Isolated yield 44.7%. RXN SMILES: C([O:8][C:9]1[CH:10]=[C:11]2[C:19](=[CH:20][CH:21]=1)[NH:18][C:17]1[CH2:16][CH2:15][CH:14]([NH:22][CH2:23][CH2:24][C:25]3[CH:30]=[CH:29][C:28]([F:31])=[CH:27][CH:26]=3)[CH2:13][C:12]2=1)C1C=CC=CC=1.C([O-])=O.[NH4+]>CO.[Pd]>[OH:8][C:9]1[CH:10]=[C:11]2[C:19](=[CH:20][CH:21]=1)[NH:18][C:17]1[CH2:16][CH2:15][CH:14]([NH:22][CH2:23][CH2:24][C:25]3[CH:26]=[CH:27][C:28]([F:31])=[CH:29][CH:30]=3)[CH2:13][C:12]2=1 |f:1.2|. Procedure details: To a solution of 0.700 gm (1.69 mMol) 6-benzyloxy-3-(2-(4-fluorophenyl)eth-1-yl)amino-1,2,3,4-tetrahydro-9H-carbazole in 50 mL methanol were added 1.07 gm (16.90 mMol) ammonium formate followed by 0.190 gm 5% palladium on carbon. The resulting mixture was stirred at reflux for 15 minutes. The reaction mixture was then filtered through a bed of celite and the filter cake washed well with methanol. The combined filtrates were concentrated under reduced pressure and the residue partitioned between ... Reactants: C(C1=CC=CC=C1)N (benzylamine). Reagents/catalysts: [Pd] (Pd). Run in CC#N (CH3CN). Reaction conditions: temperature 90 celsius, time 6 hour. The product is C(C1=CC=CC=C1)NCC1=CC=CC=C1 (dibenzylamine). Yield: 91.0%. As a reaction SMILES: [CH2:1]([NH2:8])[C:2]1[CH:7]=[CH:6][CH:5]=[CH:4][CH:3]=1>[Pd].CC#N>[CH2:1]([NH:8][CH2:1][C:2]1[CH:7]=[CH:6][CH:5]=[CH:4][CH:3]=1)[C:2]1[CH:7]=[CH:6][CH:5]=[CH:4][CH:3]=1. Reported procedure: To carry out the oxidative condensation, benzylamine (0.5 mmol) was heated with catalyst Pd@ba-GO (10 mg) and solvent CH3CN (0.2 mL) at 90° C. in a flask open to air for 6 hours, and then stirred also at 90° C. under H2 gas (1 atm) for 6 hours to obtain dibenzylamine. An unexpectedly high yield of 91% was achieved. The product is O=C(CN1CCCC(COc2ccccc2)C1)c1ccc(Cl)cc1. Starting materials: O=C(CBr)c1ccc(Cl)cc1, CC#N, [K+], [K+], O=C([O-])[O-], c1ccc(OCC2CCCNC2)cc1. Reaction SMILES: [Br:15][CH2:16][C:17](=[O:18])[c:19]1[cH:20][cH:21][c:22]([Cl:25])[cH:23][cH:24]1.[CH3:32][C:33]#[N:34].[K+:26].[K+:27].[O-:28][C:29]([O-:30])=[O:31].[O:1]([c:2]1[cH:3][cH:4][cH:5][cH:6][cH:7]1)[CH2:8][CH:9]1[CH2:10][NH:11][CH2:12][CH2:13][CH2:14]1>>[O:1]([c:2]1[cH:3][cH:4][cH:5][cH:6][cH:7]1)[CH2:8][CH:9]1[CH2:10][N:11]([CH2:16][C:17](=[O:18])[c:19]2[cH:20][cH:21][c:22]([Cl:25])[cH:23][cH:24]2)[CH2:12][CH2:13][CH2:14]1. The reactants are C1(=CC=CC=C1)[C@H](C)NC1=NC=CC(=N1)C=1C=C(N=NC1C1=CC(=CC=C1)C(F)(F)F)SC1=CC=CC=C1 ((s)-5-[2-(1-Phenylethylamino)pyrimidin-4-yl]-3-(phenylsulfanyl)-6-(3-trifluoromethylphenyl)pyridazine), I(=O)(=O)(=O)[O-].[Na+] (sodium periodate), I(=O)(=O)(=O)[O-].[Na+] (sodium periodate), CO (methanol). Run in O (water), O (water), C(C)(=O)OCC (Ethyl acetate). Conditions: time 0.5 hour. The product is C1(=CC=CC=C1)C(C)NC1=NC=CC(=N1)C=1C=C(N=NC1C1=CC(=CC=C1)C(F)(F)F)[S@@](=O)C1=CC=CC=C1 ((s)-5-[2-(1-Phenylethylamino)pyrimidin-4-yl]-3-(phenylsulfinyl)-6-(3-trifluoromethylphenyl)pyridazine). Yield: 27.3%. Reaction SMILES: [C:1]1([C@@H:7]([NH:9][C:10]2[N:15]=[C:14]([C:16]3[CH:17]=[C:18]([S:32][C:33]4[CH:38]=[CH:37][CH:36]=[CH:35][CH:34]=4)[N:19]=[N:20][C:21]=3[C:22]3[CH:27]=[CH:26][CH:25]=[C:24]([C:28]([F:31])([F:30])[F:29])[CH:23]=3)[CH:13]=[CH:12][N:11]=2)[CH3:8])[CH:6]=[CH:5][CH:4]=[CH:3][CH:2]=1.I([O-])(=O)(=O)=[O:40].[Na+].CO>O.C(OCC)(=O)C>[C:1]1([CH:7]([NH:9][C:10]2[N:15]=[C:14]([C:16]3[CH:17]=[C:18]([S@:32]([C:33]4[CH:34]=[CH:35][CH:36]=[CH:37][CH:38]=4)=[O:40])[N:19]=[N:20][C:21]=3[C:22]3[CH:27]=[CH:26][CH:25]=[C:24]([C:28]([F:29])([F:31])[F:30])[CH:23]=3)[CH:13]=[CH:12][N:11]=2)[CH3:8])[CH:2]=[CH:3][CH:4]=[CH:5][CH:6]=1 |f:1.2|. Procedure: Compound 86 (70 mg, 0.132 mmol), sodium periodate (28 mg, 0.132 mmol), methanol (2 mL) and water (250 μL) were combined at 0° C. under Argon. After 0.5 h, the mixture was warmed to room temperature and stirred for 24 h. An additional portion of sodium periodate (28 mg, 0.132 mmol) was added and heated to 60° C. for 48 h. Ethyl acetate and water were added. The layers were separated and the organic portion was dried with anhydrous sodium sulfate. The solvent was removed in vacuo and the remaining... The reactants are O=P12OP3(=O)OP(=O)(O1)OP(=O)(O2)O3 (diphosphorus pentoxide), P(=O)(Cl)(Cl)Cl (phosphorus oxychloride), COC1=CC=C(C=C1)CCNC(=O)C1CCCCC1 (N-[2-(4-methoxyphenyl)ethyl]cyclohexanecarboxamide). The solvent is C1(=CC=CC=C1)C (toluene). Yields the product C1(CCCCC1)C1=NCCC2=CC=C(C=C12)OC (1-cyclohexyl-7-methoxy-3,4-dihydroisoquinoline). Isolated yield 36.1%. Reaction SMILES: [CH3:1][O:2][C:3]1[CH:8]=[CH:7][C:6]([CH2:9][CH2:10][NH:11][C:12]([CH:14]2[CH2:19][CH2:18][CH2:17][CH2:16][CH2:15]2)=O)=[CH:5][CH:4]=1.O=P12OP3(OP(OP(O3)(O1)=O)(=O)O2)=O.P(Cl)(Cl)(Cl)=O>C1(C)C=CC=CC=1>[CH:14]1([C:12]2[C:7]3[C:6](=[CH:5][CH:4]=[C:3]([O:2][CH3:1])[CH:8]=3)[CH2:9][CH2:10][N:11]=2)[CH2:19][CH2:18][CH2:17][CH2:16][CH2:15]1. Procedure: N-[2-(4-methoxyphenyl)ethyl]cyclohexanecarboxamide (5.56 g) was dissolved in toluene (120 mL), and diphosphorus pentoxide (3.0 g) and phosphorus oxychloride (6.0 mL) were sequentially added thereto, followed by stirring under heating at reflux for 5.5 hours. The reaction mixture was left to cool and then the solvent was evaporated. An aqueous 8 M potassium hydroxide solution, water and chloroform were added to the resulting residue to completely dissolve the insoluble materials to achieve a pH o... Starting materials: O (water), COC(=O)CCCSC1CC2C(N(C(N2CCC)=O)N=CC(O)C2CCCCC2)C1 (5-(3-Methoxycarbonylpropylthio)-1-(2-cyclohexyl-2-hydroxyethylideneamino)-3-propylhexahydrocyclopenta[d]imidazol-2(1H)-one), Cl (HCl), [OH-].[Li+] (lithium hydroxide). The solvent is CO.O (methanol water). Reaction conditions: temperature 45 celsius. Yields the product C(=O)(O)CCCSC1CC2C(N(C(N2CCC)=O)N=CC(O)C2CCCCC2)C1 (5-(3-Carboxypropylthio)-1-(2-cyclohexyl-2-hydroxyethylideneamino)-3-propylhexahydrocyclopenta[d]imidazol-2(1H)-one). The yield is 84.9%. As a reaction SMILES: C[O:2][C:3]([CH2:5][CH2:6][CH2:7][S:8][CH:9]1[CH2:30][CH:12]2[N:13]([N:20]=[CH:21][CH:22]([CH:24]3[CH2:29][CH2:28][CH2:27][CH2:26][CH2:25]3)[OH:23])[C:14](=[O:19])[N:15]([CH2:16][CH2:17][CH3:18])[CH:11]2[CH2:10]1)=[O:4].[OH-].[Li+].Cl.O>CO.O>[C:3]([CH2:5][CH2:6][CH2:7][S:8][CH:9]1[CH2:30][CH:12]2[N:13]([N:20]=[CH:21][CH:22]([CH:24]3[CH2:29][CH2:28][CH2:27][CH2:26][CH2:25]3)[OH:23])[C:14](=[O:19])[N:15]([CH2:16][CH2:17][CH3:18])[CH:11]2[CH2:10]1)([OH:4])=[O:2] |f:1.2,5.6|. Reported procedure: The compound of Example 1 (1.4 g) was dissolved in methanol:water (2:1, 10 ml) and to the stirred solution was added lithium hydroxide (0.267 g). The resulting mixture was maintained at 45° C. for one hour. The pH was adjusted to 5.0 with 2N HCl, water (50 ml) was added and the product was extracted into chloroform (50 ml). After drying over anhy. sodium sulphate, the mixture was filtered and the filtrate concentrated in vacuo to give the desired product (1.15 g). The reactants are C(=O)([O-])[O-].[Cs+].[Cs+] (Cs2CO3), N=1NN=CC1 (2H-1,2,3-triazole), CN([C@H]1[C@@H](CCCC1)N)C (trans-N,N-dimethyl-1,2-cyclohexanediamine), FC=1C(=C(C(=O)O)C=CC1)I (3-fluoro-2-iodobenzoic acid). Reagents/catalysts: [Cu]I (CuI). Solvent: O (H2O), O1CCOCC1 (dioxane), O (H2O). Run at temperature 100 celsius. Yields the product FC=1C(=C(C(=O)O)C=CC1)N1N=NC=C1 (3-fluoro-2-(1H-1,2,3-triazol-1-yl)benzoic acid). As a reaction SMILES: [F:1][C:2]1[C:3](I)=[C:4]([CH:8]=[CH:9][CH:10]=1)[C:5]([OH:7])=[O:6].C([O-])([O-])=O.[Cs+].[Cs+].[N:18]1[NH:19][N:20]=[CH:21][CH:22]=1.CN(C)[C@@H]1CCCC[C@H]1N>O1CCOCC1.O.[Cu]I>[F:1][C:2]1[C:3]([N:18]2[CH:22]=[CH:21][N:20]=[N:19]2)=[C:4]([CH:8]=[CH:9][CH:10]=1)[C:5]([OH:7])=[O:6] |f:1.2.3|. Procedure details: To 3-fluoro-2-iodobenzoic acid (4.5 g, 16.9 mmol) dissolved in dioxane (33.8 mL) and H2O (0.09 mL) was added Cs2CO3 (11.02 g, 33.8 mmol), CuI (161 mg, 0.85 mmol), 2H-1,2,3-triazole (1.96 mL, 33.8 mmol), and trans-N,N-dimethyl-1,2-cyclohexanediamine (0.53 mL, 3.38 mmol). The mixture was then heated to 100° C. overnight, cooled to room temperature, diluted with H2O, and extracted with EtOAc. The aqueous layer was then acidified and extracted with EtOAc. The combined organics were dried and concent... Starting materials: residue, [OH-].[Na+] (NaOH), NC1=CC=C(C(=O)N2C3=C(C4=C(CC2)C=NN4)N=CC=C3)C=C1 (6-(4-aminobenzoyl)-1,4,5,6-tetrahydropyrazolo[3,4-d]pyrido[3,2-b]azepine), C1(=CC=C(C=C1)C(=O)Cl)C1=CC=CC=C1 (4-[1,1'-biphenyl]carbonyl chloride), C(C)(C)N(C(C)C)CC (N,N-diisopropylethylamine), O1C(CCC1)CO (tetrahydrofuran-methanol). Run in CO.O1CCCC1 (methanol tetrahydrofuran), ClCCl (dichloromethane), O1CCCC1 (tetrahydrofuran). Reaction conditions: time 6 hour. Yields the product N1N=CC2=C1C1=C(N(CC2)C(=O)C2=CC=C(C=C2)NC(=O)C=2C(=CC=CC2)C2=CC=CC=C2)C=CC=N1 (N-[4-[(4,5-Dihydropyrazolo[3,4-d]pyrido[3,2-b]azepin-6(1H)-yl)carbonyl]phenyl][1,1'-biphenyl]-2-carboxamide). RXN SMILES: [NH2:1][C:2]1[CH:23]=[CH:22][C:5]([C:6]([N:8]2[CH2:14][CH2:13][C:12]3[CH:15]=[N:16][NH:17][C:11]=3[C:10]3[N:18]=[CH:19][CH:20]=[CH:21][C:9]2=3)=[O:7])=[CH:4][CH:3]=1.[C:24]1([C:33]2[CH:38]=[CH:37][CH:36]=[CH:35][CH:34]=2)[CH:29]=[CH:28][C:27](C(Cl)=O)=[CH:26][CH:25]=1.C(N(CC)C(C)C)(C)C.[OH-].[Na+].[O:50]1CCC[CH:51]1CO>ClCCl.O1CCCC1.CO.O1CCCC1>[NH:17]1[C:11]2[C:10]3[N:18]=[CH:19][CH:20]=[CH:21][C:9]=3[N:8]([C:6]([C:5]3[CH:22]=[CH:23][C:2]([NH:1][C:51]([C:38]4[C:33]([C:24]5[CH:25]=[CH:26][CH:27]=[CH:28][CH:29]=5)=[CH:34][CH:35]=[CH:36][CH:37]=4)=[O:50])=[CH:3][CH:4]=3)=[O:7])[CH2:14][CH2:13][C:12]=2[CH:15]=[N:16]1 |f:3.4,8.9|. Procedure: A mixture of 0.23 g of 6-(4-aminobenzoyl)-1,4,5,6-tetrahydropyrazolo[3,4-d]pyrido[3,2-b]azepine, 0.375 g of 4-[1,1'-biphenyl]carbonyl chloride and 0.224 g of N,N-diisopropylethylamine in 5 ml of dichloromethane and 1 ml of tetrahydrofuran is stirred at room temperature for 6 hours. The solvent is removed and the residue dissolved in 80 ml of chloroform. The solution is washed 2 times each with 1N NaHCO3, H2O, brine and dried (Na2SO4). The solution is filtered through a thin pad of hydrous magnes... The reactants are CC(C(=O)NCC(F)(F)C(F)(F)F)C(=O)NC1C(=O)N(CCOCc2ccccc2)c2ccccc2-c2ccccc21, CO, Cl, [H][H]. Product: CC(C(=O)NCC(F)(F)C(F)(F)F)C(=O)NC1C(=O)N(CCO)c2ccccc2-c2ccccc21. Reaction SMILES: [CH2:1]([c:2]1[cH:3][cH:4][cH:5][cH:6][cH:7]1)[O:8][CH2:9][CH2:10][N:11]1[c:12]2[c:13]([cH:39][cH:40][cH:41][cH:42]2)-[c:14]2[c:15]([cH:35][cH:36][cH:37][cH:38]2)[CH:16]([NH:19][C:20]([CH:21]([C:22](=[O:23])[NH:24][CH2:25][C:26]([C:27]([F:28])([F:29])[F:30])([F:31])[F:32])[CH3:33])=[O:34])[C:17]1=[O:18].[CH3:46][OH:47].[ClH:43].[H:44][H:45]>>[OH:8][CH2:9][CH2:10][N:11]1[c:12]2[c:13]([cH:39][cH:40][cH:41][cH:42]2)-[c:14]2[c:15]([cH:35][cH:36][cH:37][cH:38]2)[CH:16]([NH:19][C:20]([CH:21]([C:22](=[O:23])[NH:24][CH2:25][C:26]([C:27]([F:28])([F:29])[F:30])([F:31])[F:32])[CH3:33])=[O:34])[C:17]1=[O:18].